From a dataset of the Open Reaction Database (ORD), a public repository of structured organic reaction records. describe an organic reaction: reactants, conditions, products, and yield Starting materials: CC(NC(=O)Cc1cc(F)cc(F)c1)C(=O)O, CC1CCNC(=O)CC1N. Yields the product CC(NC(=O)Cc1cc(F)cc(F)c1)C(=O)NC1CC(=O)NCCC1C. RXN SMILES: [F:1][c:2]1[cH:3][c:4]([CH2:9][C:10](=[O:11])[NH:12][CH:13]([CH3:14])[C:15](=[O:16])[OH:17])[cH:5][c:6]([F:8])[cH:7]1.[NH2:18][CH:19]1[CH2:20][C:21](=[O:22])[NH:23][CH2:24][CH2:25][CH:26]1[CH3:27]>>[F:1][c:2]1[cH:3][c:4]([CH2:9][C:10](=[O:11])[NH:12][CH:13]([CH3:14])[C:15](=[O:17])[NH:18][CH:19]2[CH2:20][C:21](=[O:22])[NH:23][CH2:24][CH2:25][CH:26]2[CH3:27])[cH:5][c:6]([F:8])[cH:7]1. Starting materials: [Cl-].[NH4+] (ammonium chloride), S(=O)(=O)(O)[O-].[K+] (potassium hydrogensulfate), B(OC(C)C)(OC(C)C)OC(C)C (triisopropyl borate), [Li]C(C)(C)C (tert-BuLi), solution, S1C=CC2=C1C=CC(=C2)C(=O)O (Benzothiophene-5-carboxylic acid). Solvent: C1CCOC1 (THF). Conditions: time 30 minute. Product: OB(C=1SC2=C(C1)C=C(C=C2)C(=O)O)O (2-(dihydroxyboryl)-1-benzothiophene-5-carboxylic acid). As a reaction SMILES: [S:1]1[C:5]2[CH:6]=[CH:7][C:8]([C:10]([OH:12])=[O:11])=[CH:9][C:4]=2[CH:3]=[CH:2]1.[Li]C(C)(C)C.[B:18](OC(C)C)([O:23]C(C)C)[O:19]C(C)C.[Cl-].[NH4+].S([O-])(O)(=O)=O.[K+]>C1COCC1>[OH:19][B:18]([OH:23])[C:2]1[S:1][C:5]2[CH:6]=[CH:7][C:8]([C:10]([OH:12])=[O:11])=[CH:9][C:4]=2[CH:3]=1 |f:3.4,5.6|. Reported procedure: Benzothiophene-5-carboxylic acid (2 g, 11.2 mmol, 1 eq) was dissolved in anhydrous THF (50 mL). To the solution was added dropwise tert-BuLi petane solution (1.7M, 20 mL, 3 eq) at −78° C. for 5 minutes under nitrogen atmosphere. The reaction mixture was allowed to warm to room temperature, stirred for 30 minutes, and cooled to −78° C. again, followed by an addition of triisopropyl borate (3.97 mL, 1.5 eq). The reaction was then allowed to warm to room temperature and stirred at that temperature ... Starting materials: BrC1=CC=C(C=C1)[C@H]1C[C@H](C1)N1[C@@H](CCC1)C (1-[3-(4-Bromo-phenyl)-cis-cyclobutyl]-(2R)-2-methyl-pyrrolidine), C(#N)C1=CC=C(C=C1)B(O)O (4-cyanophenyl boronic acid), C([O-])([O-])=O.[K+].[K+] (potassium carbonate). The reagents and catalysts are Cl[Pd]([P](C1=CC=CC=C1)(C2=CC=CC=C2)C3=CC=CC=C3)([P](C4=CC=CC=C4)(C5=CC=CC=C5)C6=CC=CC=C6)Cl (dichlorobis(triphenylphosphine)palladium(II)). Solvent: C(C)(C)O (isopropyl alcohol). The product is C[C@H]1N(CCC1)[C@H]1C[C@H](C1)C1=CC=C(C=C1)C1=CC=C(C=C1)C#N (4′-{3[(2R)-2-Methyl-pyrrolidin-1-yl]-cis-cyclobutyl}-biphenyl-4-carbonitrile). Isolated yield 33.5%. Reaction SMILES: Br[C:2]1[CH:7]=[CH:6][C:5]([C@@H:8]2[CH2:11][C@H:10]([N:12]3[CH2:16][CH2:15][CH2:14][C@H:13]3[CH3:17])[CH2:9]2)=[CH:4][CH:3]=1.[C:18]([C:20]1[CH:25]=[CH:24][C:23](B(O)O)=[CH:22][CH:21]=1)#[N:19].C(=O)([O-])[O-].[K+].[K+]>C(O)(C)C.Cl[Pd](Cl)([P](C1C=CC=CC=1)(C1C=CC=CC=1)C1C=CC=CC=1)[P](C1C=CC=CC=1)(C1C=CC=CC=1)C1C=CC=CC=1>[CH3:17][C@@H:13]1[CH2:14][CH2:15][CH2:16][N:12]1[C@@H:10]1[CH2:11][C@H:8]([C:5]2[CH:6]=[CH:7][C:2]([C:23]3[CH:24]=[CH:25][C:20]([C:18]#[N:19])=[CH:21][CH:22]=3)=[CH:3][CH:4]=2)[CH2:9]1 |f:2.3.4,^1:41,60|. Procedure: A solution of the product from Example 2A (100 mg, 0.34 mmol), 4-cyanophenyl boronic acid (65 mg, 0.44 mmol), dichlorobis(triphenylphosphine)palladium(II) (12 mg, 17 μmol) and potassium carbonate (120 mg, 0.85 mmol) under an atmosphere of nitrogen in isopropyl alcohol (8 mL) was heated at reflux for 5 hrs. Then, the reaction mixture was cooled to ambient temperature. The mixture was partitioned between ethyl acetate (25 mL) and H2O (10 mL). The organic layer was washed with brine, dried with mag... Starting materials: C1(=CC=CC=C1)P(C1=CC=CC=C1)C1=CC=CC=C1 (Triphenylphosphine), C1(=CC=CC=C1)C(CC)O (1-phenylpropyl alcohol), CON=C(C1=C(C=CC=C1)O)N1C=NC=C1 (2-hydroxy-α-(1-imidazolyl)benzaldehyde O-methyloxime), N(=NC(=O)OCC)C(=O)OCC (diethyl azodicarboxylate). The solvent is C1CCOC1 (THF), CCOCC (ether). Run at time 2 hour. Yields the product CON=C(C1=C(C=CC=C1)OC(CC)C1=CC=CC=C1)N1C=NC=C1 (α-(1-imidazolyl)-2-(1-phenylpropyloxy)benzaldehyde O-methyloxime). Isolated yield 94.9%. As a reaction SMILES: C1(P(C2C=CC=CC=2)C2C=CC=CC=2)C=CC=CC=1.[C:20]1([CH:26]([OH:29])[CH2:27][CH3:28])[CH:25]=[CH:24][CH:23]=[CH:22][CH:21]=1.[CH3:30][O:31][N:32]=[C:33]([N:41]1[CH:45]=[CH:44][N:43]=[CH:42]1)[C:34]1[CH:39]=[CH:38][CH:37]=[CH:36][C:35]=1O.N(C(OCC)=O)=NC(OCC)=O>CCOCC.C1COCC1>[CH3:30][O:31][N:32]=[C:33]([N:41]1[CH:45]=[CH:44][N:43]=[CH:42]1)[C:34]1[CH:39]=[CH:38][CH:37]=[CH:36][C:35]=1[O:29][CH:26]([C:20]1[CH:25]=[CH:24][CH:23]=[CH:22][CH:21]=1)[CH2:27][CH3:28]. Procedure: Triphenylphosphine (1.05 g), 1-phenylpropyl alcohol (0.54 g) and THF (20 ml) were added to 2-hydroxy-α-(1-imidazolyl)benzaldehyde O-methyloxime (0.43 g), and diethyl azodicarboxylate (0.70 g) was added under ice-cooling over 10 minutes. Then the mixture was stirred at room temperature for 2 hours. After completion of the reaction, ether (100 ml) was added, the mixture was washed with water (80 ml) twice, and the ether layer was concentrated under reduced pressure. The resulting crude product was... Procedure: To a stirred solution of 3-benzylpyrrolylmethyl alcohol (1.8 mmol), 2-(2-methyl-4-trifluoromethylphenylamino)-3-methylbutanoic acid (2.0 mmol) and 4-dimethylaminopyridine (0.65 mmol) in 20 ml of methylene chloride and 2 ml of dimethylformamide is added N,N'-dicyclohexylcarbodiimide (2.0 mml). The reaction mixture is stirred, under nitrogen, for two hours and then filtered and extracted with water. The aqueous phase is extracted with ether. The combined organic phases are washed with saturated aq... Solvent: C(Cl)Cl (methylene chloride), CN(C=O)C (dimethylformamide). Reaction SMILES: [CH2:1]([C:8]1[CH:12]=[CH:11][NH:10][C:9]=1[CH2:13][OH:14])[C:2]1[CH:7]=[CH:6][CH:5]=[CH:4][CH:3]=1.[CH3:15][C:16]1[CH:21]=[C:20]([C:22]([F:25])([F:24])[F:23])[CH:19]=[CH:18][C:17]=1[NH:26][CH:27]([CH:31]([CH3:33])[CH3:32])[C:28](O)=[O:29].C1(N=C=NC2CCCCC2)CCCCC1>CN(C)C1C=CN=CC=1.C(Cl)Cl.CN(C)C=O>[CH3:15][C:16]1[CH:21]=[C:20]([C:22]([F:24])([F:25])[F:23])[CH:19]=[CH:18][C:17]=1[NH:26][CH:27]([CH:31]([CH3:33])[CH3:32])[C:28]([O:14][CH2:13][C:9]1[NH:10][CH:11]=[CH:12][C:8]=1[CH2:1][C:2]1[CH:3]=[CH:4][CH:5]=[CH:6][CH:7]=1)=[O:29]. Reaction conditions: time 2 hour. Yields the product CC1=C(C=CC(=C1)C(F)(F)F)NC(C(=O)OCC=1NC=CC1CC1=CC=CC=C1)C(C)C (3-benzylpyrrolylmethyl 2-(2-methyl-4-trifluoromethylphenylamino)-3-methylbutanoate). The reagents and catalysts are CN(C1=CC=NC=C1)C (4-dimethylaminopyridine). The reactants are C(C1=CC=CC=C1)C1=C(NC=C1)CO (3-benzylpyrrolylmethyl alcohol), CC1=C(C=CC(=C1)C(F)(F)F)NC(C(=O)O)C(C)C (2-(2-methyl-4-trifluoromethylphenylamino)-3-methylbutanoic acid), C1(CCCCC1)N=C=NC1CCCCC1 (N,N'-dicyclohexylcarbodiimide). Starting materials: CN(C=O)C (N,N-dimethylformamide), C(C(=O)Cl)(=O)Cl (oxalyl chloride), resultant mixture, N1=CC(=CC=C1)COC(=O)NCC1=CC=C(C(=O)O)C=C1 (4-[N-(pyridin-3-ylmethoxycarbonyl)aminomethyl]benzoic acid). Run in C1(=CC=CC=C1)C (toluene). Reaction conditions: time 4 hour. Product: Cl.N1=CC(=CC=C1)COC(=O)NCC1=CC=C(C(=O)Cl)C=C1 (4-[N-(pyridin-3-ylmethoxycarbonyl)aminomethyl]benzoyl chloride hydrochloride). As a reaction SMILES: CN(C)C=O.[N:6]1[CH:11]=[CH:10][CH:9]=[C:8]([CH2:12][O:13][C:14]([NH:16][CH2:17][C:18]2[CH:26]=[CH:25][C:21]([C:22](O)=[O:23])=[CH:20][CH:19]=2)=[O:15])[CH:7]=1.C(Cl)(=O)C([Cl:30])=O>C1(C)C=CC=CC=1>[ClH:30].[N:6]1[CH:11]=[CH:10][CH:9]=[C:8]([CH2:12][O:13][C:14]([NH:16][CH2:17][C:18]2[CH:26]=[CH:25][C:21]([C:22]([Cl:30])=[O:23])=[CH:20][CH:19]=2)=[O:15])[CH:7]=1 |f:4.5|. Procedure details: 0.8 ml of N,N-dimethylformamide was added to a toluene suspension (2000 ml) including 40 g (0.14 mole) of 4-[N-(pyridin-3-ylmethoxycarbonyl)aminomethyl]benzoic acid. Then, 24 ml of oxalyl chloride were added dropwise to the resultant mixture, followed by stirring for 4 hours. A deposited white solid was collected by filtration to obtain 47.7 g (quantitative) of 4-[N-(pyridin-3-ylmethoxycarbonyl)aminomethyl]benzoyl chloride hydrochloride. Starting materials: C1CCC2=NCCCN2CC1, Cc1ccc(S(=O)(=O)OCC2CCCN2S(=O)(=O)c2ccc(C)cc2)cc1, CN1CCNCC1, Cc1ccccc1. Yields the product Cc1ccc(S(=O)(=O)N2CCCC2CN2CCN(C)CC2)cc1. Reaction SMILES: [CH2:35]1[CH2:36][CH2:37][C:38]2=[N:43][CH2:42][CH2:41][CH2:40][N:39]2[CH2:44][CH2:45]1.[CH3:1][c:2]1[cH:3][cH:4][c:5]([S:6]([O:7][CH2:12][CH:13]2[N:14]([S:18](=[O:19])(=[O:20])[c:21]3[cH:22][cH:23][c:24]([CH3:27])[cH:25][cH:26]3)[CH2:15][CH2:16][CH2:17]2)(=[O:8])=[O:9])[cH:10][cH:11]1.[CH3:28][N:29]1[CH2:30][CH2:31][NH:32][CH2:33][CH2:34]1.[CH3:46][c:47]1[cH:48][cH:49][cH:50][cH:51][cH:52]1>>[CH2:12]([CH:13]1[N:14]([S:18](=[O:19])(=[O:20])[c:21]2[cH:22][cH:23][c:24]([CH3:27])[cH:25][cH:26]2)[CH2:15][CH2:16][CH2:17]1)[N:32]1[CH2:31][CH2:30][N:29]([CH3:28])[CH2:34][CH2:33]1.